From a dataset of the Open Reaction Database (ORD), a public repository of structured organic reaction records. describe an organic reaction: reactants, conditions, products, and yield Reactants: ClC=1C=CC2=C(C(CCCN2C(C2=CN=C(C=C2)NC(C2=C(C=CC=C2)C)=O)=O)OCC(=O)OC)C1 (7-chloro-5-methoxycarbonylmethoxy-1-[6-(2-methylbenzoylamino)nicotinoyl]-2,3,4,5-tetrahydro-1H-benzazepine), [BH4-].[Li+] (lithium borohydride), O (Water). The solvent is O1CCCC1 (tetrahydrofuran). Conditions: time 8 hour. Product: ClC=1C=CC2=C(C(CCCN2C(C2=CN=C(C=C2)NC(C2=C(C=CC=C2)C)=O)=O)OCCO)C1 (7-chloro-5-(2-hydroxyethoxy)-1-[6-(2-methylbenzoylamino)nicotinoyl]-2,3,4,5-tetrahydro-1H-benzazepine). Yield: 64.4%. Reaction SMILES: [Cl:1][C:2]1[CH:3]=[CH:4][C:5]2[N:11]([C:12](=[O:29])[C:13]3[CH:18]=[CH:17][C:16]([NH:19][C:20](=[O:28])[C:21]4[CH:26]=[CH:25][CH:24]=[CH:23][C:22]=4[CH3:27])=[N:15][CH:14]=3)[CH2:10][CH2:9][CH2:8][CH:7]([O:30][CH2:31][C:32](OC)=[O:33])[C:6]=2[CH:36]=1.[BH4-].[Li+].O>O1CCCC1>[Cl:1][C:2]1[CH:3]=[CH:4][C:5]2[N:11]([C:12](=[O:29])[C:13]3[CH:18]=[CH:17][C:16]([NH:19][C:20](=[O:28])[C:21]4[CH:26]=[CH:25][CH:24]=[CH:23][C:22]=4[CH3:27])=[N:15][CH:14]=3)[CH2:10][CH2:9][CH2:8][CH:7]([O:30][CH2:31][CH2:32][OH:33])[C:6]=2[CH:36]=1 |f:1.2|. Procedure details: To a solution of 7-chloro-5-methoxycarbonylmethoxy-1-[6-(2-methylbenzoylamino)nicotinoyl]-2,3,4,5-tetrahydro-1H-benzazepine (1.2 g) in tetrahydrofuran (15 ml) is added with stirring lithium borohydride (0.1 g) under ice-cooling, and the mixture is stirred at room temperature overnight. Water is added to the reaction solution, and the mixture is extracted with ethyl acetate. The extract is washed with water, dried over magnesium sulfate, and evaporated under reduced pressure to remove the solvent... Reactants: BrC=1C=CC(=NC1)OCC1=CC(=C(C=C1)C1CCCCC1)C(F)(F)F (5-Bromo-2-(4-cyclohexyl-3-trifluoromethyl-benzyloxy)-pyridine), N1(CCNCC1)C(=O)OC(C)(C)C (tert-butyl 1-piperazine-carboxylate), CC(C)([O-])C.[Na+] (sodium tert-butoxide). Reagents/catalysts: C1=CC=C(C=C1)P([C-]2C=CC=C2)C3=CC=CC=C3.C1=CC=C(C=C1)P([C-]2C=CC=C2)C3=CC=CC=C3.Cl[Pd]Cl.[Fe+2] (Pd(dppf)Cl2), C1=CC=C(C=C1)P([C-]2C=CC=C2)C3=CC=CC=C3.C1=CC=C(C=C1)P([C-]2C=CC=C2)C3=CC=CC=C3.[Fe+2] (dppf). Run in C1(=CC=CC=C1)C (toluene). Run at temperature 80 celsius. Product: C(C)(C)(C)OC(=O)N1CCN(CC1)C=1C=NC(=CC1)OCC1=CC(=C(C=C1)C1CCCCC1)C(F)(F)F (4-[6-(4-Cyclohexyl-3-trifluoromethyl-benzyloxy)-pyridin-3-yl]-piperazine-1-carboxylic acid tert-butyl ester). As a reaction SMILES: Br[C:2]1[CH:3]=[CH:4][C:5]([O:8][CH2:9][C:10]2[CH:15]=[CH:14][C:13]([CH:16]3[CH2:21][CH2:20][CH2:19][CH2:18][CH2:17]3)=[C:12]([C:22]([F:25])([F:24])[F:23])[CH:11]=2)=[N:6][CH:7]=1.[N:26]1([C:32]([O:34][C:35]([CH3:38])([CH3:37])[CH3:36])=[O:33])[CH2:31][CH2:30][NH:29][CH2:28][CH2:27]1.CC(C)([O-])C.[Na+]>C1(C)C=CC=CC=1.C1C=CC(P(C2C=CC=CC=2)[C-]2C=CC=C2)=CC=1.C1C=CC(P(C2C=CC=CC=2)[C-]2C=CC=C2)=CC=1.Cl[Pd]Cl.[Fe+2].C1C=CC(P(C2C=CC=CC=2)[C-]2C=CC=C2)=CC=1.C1C=CC(P(C2C=CC=CC=2)[C-]2C=CC=C2)=CC=1.[Fe+2]>[C:35]([O:34][C:32]([N:26]1[CH2:31][CH2:30][N:29]([C:2]2[CH:7]=[N:6][C:5]([O:8][CH2:9][C:10]3[CH:15]=[CH:14][C:13]([CH:16]4[CH2:21][CH2:20][CH2:19][CH2:18][CH2:17]4)=[C:12]([C:22]([F:25])([F:24])[F:23])[CH:11]=3)=[CH:4][CH:3]=2)[CH2:28][CH2:27]1)=[O:33])([CH3:38])([CH3:36])[CH3:37] |f:2.3,5.6.7.8,9.10.11|. Reported procedure: 5-Bromo-2-(4-cyclohexyl-3-trifluoromethyl-benzyloxy)-pyridine (332 mg, 0.8 mmol), tert-butyl 1-piperazine-carboxylate (178 mg, 0.96 mmol), Pd(dppf)Cl2 (17.5 mg, 0.024 mmol), dppf (20 mg, 0.036 mmol) and sodium tert-butoxide (115 mg, 1.19 mmol) are mixed in toluene (2 mL). The mixture is purged with N2 (g), heated at 80° C. for 14 h, poured into saturated aqueous NaHCO3 and extracted with EtOAc. The combined extracts are washed with brine and dried over Na2SO4. After concentration, the residue is...